Task: describe an organic reaction: reactants, conditions, products, and yield. Dataset: the Open Reaction Database (ORD), a public repository of structured organic reaction records Reactants: C([O-])([O-])=O.[K+].[K+] (potassium carbonate), C(C)(C)(C)OC(=O)NCC=1C=CC(=NC1)Cl (5-(tert-butoxycarbonylamino-methyl)-2-chloro-pyridine), C(C)O (ethanol), [C]=O (carbon monoxide). The reagents and catalysts are C(C)(=O)[O-].[Pd+2].C(C)(=O)[O-] (palladium(II) acetate), C1(=CC=CC=C1)P(C1=CC=CC=C1)[C-]1C=CC=C1.[CH-]1C=CC=C1.[Fe+2] (diphenylphosphinoferrocene). The solvent is CN(C)C=O (DMF). The product is C(C)OC(=O)C1=NC=C(C=C1)CNC(=O)OC(C)(C)C (5-(tert-butoxycarbonylamino-methyl)-pyridine-2-carboxylic acid ethyl ester). The yield is 80.0%. RXN SMILES: [C:1]([O:5][C:6]([NH:8][CH2:9][C:10]1[CH:11]=[CH:12][C:13](Cl)=[N:14][CH:15]=1)=[O:7])([CH3:4])([CH3:3])[CH3:2].[C:17](=[O:20])([O-])[O-:18].[K+].[K+].[C]=O.[CH2:25](O)[CH3:26]>CN(C=O)C.C([O-])(=O)C.[Pd+2].C([O-])(=O)C.C1(P([C-]2C=CC=C2)C2C=CC=CC=2)C=CC=CC=1.[CH-]1C=CC=C1.[Fe+2]>[CH2:25]([O:18][C:17]([C:13]1[CH:12]=[CH:11][C:10]([CH2:9][NH:8][C:6]([O:5][C:1]([CH3:4])([CH3:3])[CH3:2])=[O:7])=[CH:15][N:14]=1)=[O:20])[CH3:26] |f:1.2.3,7.8.9,10.11.12,^3:22|. Procedure: Dissolve 5-aminomethyl-2-chloro-pyridine (2 g, 14 mmol) and di-tert-butyl-dicarbonate (3.37 g, 15.4 mmol) in DCM (30 mL) and stir at room temperature for 2 h. Concentrate the reaction mixture and purify by chromatography on silica gel eluting with hexane/EtOAc (10:1 and 5:1) to give 5-(tert-butoxycarbonylamino-methyl)-2-chloro-pyridine as a yellow solid (3.6 g, 100%). MS (ES+) m/z: 243 (M+H)+. Dissolve 5-(tert-butoxycarbonylamino-methyl)-2-chloro-pyridine (1 g, 4.12 mmol) in a mixture of ethanol... Reactants: Clc1ccc(C2CO2)cc1, OCCNc1ccccc1. Product: OCCN(CC(O)c1ccc(Cl)cc1)c1ccccc1. Reaction SMILES: [Cl:1][c:2]1[cH:3][cH:4][c:5]([CH:6]2[CH2:7][O:8]2)[cH:9][cH:10]1.[NH:11]([c:12]1[cH:13][cH:14][cH:15][cH:16][cH:17]1)[CH2:18][CH2:19][OH:20]>>[Cl:1][c:2]1[cH:3][cH:4][c:5]([CH:6]([CH2:7][N:11]([c:12]2[cH:13][cH:14][cH:15][cH:16][cH:17]2)[CH2:18][CH2:19][OH:20])[OH:8])[cH:9][cH:10]1. Starting materials: BrC1=CC=2C3=C(C=NC2C=C1)N(C(N3C=3C(=NN(C3)C)C)=O)C (8-bromo-1-(1,3-dimethyl-1H-pyrazol-4-yl)-3-methyl-1,3-dihydro-imidazo[4,5-c]quinolin-2-one), BrC1=CC=2C3=C(C=NC2C=C1)N(C(N3C=3C(=NN(C3)C)C)=O)C (8-bromo-1-(1,3-dimethyl-1H-pyrazol-4-yl)-3-methyl-1,3-dihydro-imidazo[4,5-c]quinolin-2-one), COC1=NC=2C(=NC=C(C2)B2OC(C(O2)(C)C)(C)C)N1C (2-methoxy-3-methyl-6-(4,4,5,5-tetramethyl-[1,3,2]dioxaborolan-2-yl)-3H-imidazo[4,5-b]pyridine). The product is CN1N=C(C(=C1)N1C(N(C=2C=NC=3C=CC(=CC3C21)C=2C=C1C(=NC2)N(C(=N1)OC)C)C)=O)C (1-(1,3-Dimethyl-1H-pyrazol-4-yl)-8-(2-methoxy-3-methyl-3H-imidazo[4,5-b]pyridin-6-yl)-3-methyl-1,3-dihydro-imidazo[4,5-c]quinolin-2-one). RXN SMILES: Br[C:2]1[CH:11]=[CH:10][C:9]2[N:8]=[CH:7][C:6]3[N:12]([CH3:23])[C:13](=[O:22])[N:14]([C:15]4[C:16]([CH3:21])=[N:17][N:18]([CH3:20])[CH:19]=4)[C:5]=3[C:4]=2[CH:3]=1.[CH3:24][O:25][C:26]1[N:43]([CH3:44])[C:29]2=[N:30][CH:31]=[C:32](B3OC(C)(C)C(C)(C)O3)[CH:33]=[C:28]2[N:27]=1>>[CH3:20][N:18]1[CH:19]=[C:15]([N:14]2[C:5]3[C:4]4[CH:3]=[C:2]([C:32]5[CH:33]=[C:28]6[N:27]=[C:26]([O:25][CH3:24])[N:43]([CH3:44])[C:29]6=[N:30][CH:31]=5)[CH:11]=[CH:10][C:9]=4[N:8]=[CH:7][C:6]=3[N:12]([CH3:23])[C:13]2=[O:22])[C:16]([CH3:21])=[N:17]1. Procedure: The title compound was synthesized in a similar manner as described for Example 1.1 using 8-bromo-1-(1,3-dimethyl-1H-pyrazol-4-yl)-3-methyl-1,3-dihydro-imidazo[4,5-c]quinolin-2-one (Intermediate A) and 2-methoxy-3-methyl-6-(4,4,5,5-tetramethyl-[1,3,2]dioxaborolan-2-yl)-3H-imidazo[4,5-b]pyridine (Stage 71.1.1) to give the title compound as a white solid. (HPLC: tR 2.62 min (Method A); M+H=455 MS-ES; 1H-NMR (d6-DMSO, 400 MHz) 8.97 (s, 1H), 8.24-8.20 (m, 1H), 8.17-8.13 (m, 1H), 8.13-8.08 (m, 1H), 7... The reactants are CN(S(=O)(=O)N1C(=NC(=C1)C(C1=CC=NC2=CC=CC=C12)O)[Si](C)(C)C(C)(C)C)C (2-(tert-Butyldimethylsilyl)-4-(hydroxyquinolin-4-yl-methyl)-imidazole-1-sulfonic acid dimethylamide), N1=CC=CC=C1 (pyridine), C(C)(=O)Cl (acetyl chloride). The solvent is C1(=CC=CC=C1)C (toluene). Conditions: time 2 hour. Product: [Si](C)(C)(C(C)(C)C)C=1N(C=C(N1)C(C1=CC=NC2=CC=CC=C12)OC(C)=O)S(N(C)C)(=O)=O (Acetic acid-[2-(tert-Butyldimethylsilyl)-1-dimethylsulfamoyl-1H-imidazol-4-yl]-quinolin-4-yl-methyl ester). Isolated yield 106.1%. As a reaction SMILES: [CH3:1][N:2]([CH3:30])[S:3]([N:6]1[CH:10]=[C:9]([CH:11]([OH:22])[C:12]2[C:21]3[C:16](=[CH:17][CH:18]=[CH:19][CH:20]=3)[N:15]=[CH:14][CH:13]=2)[N:8]=[C:7]1[Si:23]([C:26]([CH3:29])([CH3:28])[CH3:27])([CH3:25])[CH3:24])(=[O:5])=[O:4].N1C=CC=CC=1.[C:37](Cl)(=[O:39])[CH3:38]>C1(C)C=CC=CC=1>[Si:23]([C:7]1[N:6]([S:3](=[O:4])(=[O:5])[N:2]([CH3:30])[CH3:1])[CH:10]=[C:9]([CH:11]([O:22][C:37](=[O:39])[CH3:38])[C:12]2[C:21]3[C:16](=[CH:17][CH:18]=[CH:19][CH:20]=3)[N:15]=[CH:14][CH:13]=2)[N:8]=1)([C:26]([CH3:27])([CH3:29])[CH3:28])([CH3:25])[CH3:24]. Procedure details: To 2-(tert-Butyldimethylsilyl)-4-(hydroxyquinolin-4-yl-methyl)-imidazole-1-sulfonic acid dimethylamide (example 8, step A) (0.750 g, 1.62 mmol) in 8 ml of anhydrous toluene at 0° C., pyridine (0.16 ml, 1.94 mmol) was added followed by acetyl chloride (0.14 ml, 1.94 mmol). The solution was stirred at room temperature for two hours. It was cooled to 0° C. and ice cubes were added. The reaction mixture was partitioned between toluene (5 ml) and water (5 ml). The organic layer was dried over sodium ... Reported procedure: (S)-1-(4-{4-[2-(benzyloxy)-1,1,1,3,3,3-hexafluoropropan-2-yl]-2-(prop-1-en-1-yl)phenyl}-3-methylpiperazin-1-yl)-2-bromoethanone and 5-(2,3-dihydrobenzofuran-6-yl)-5-methylimidazolidine-2,4-dione were used for a similar reaction and treatment as Example 14-1, and the title compound was obtained as a yellow oil. Starting materials: C(C1=CC=CC=C1)OC(C(F)(F)F)(C(F)(F)F)C1=CC(=C(C=C1)N1[C@H](CN(CC1)C(CBr)=O)C)C=CC ((S)-1-(4-{4-[2-(benzyloxy)-1,1,1,3,3,3-hexafluoropropan-2-yl]-2-(prop-1-en-1-yl)phenyl}-3-methylpiperazin-1-yl)-2-bromoethanone), O1CCC2=C1C=C(C=C2)C2(C(NC(N2)=O)=O)C (5-(2,3-dihydrobenzofuran-6-yl)-5-methylimidazolidine-2,4-dione). RXN SMILES: [CH2:1]([O:8][C:9]([C:18]1[CH:23]=[CH:22][C:21]([N:24]2[CH2:29][CH2:28][N:27]([C:30](=[O:33])[CH2:31]Br)[CH2:26][C@@H:25]2[CH3:34])=[C:20]([CH:35]=[CH:36][CH3:37])[CH:19]=1)([C:14]([F:17])([F:16])[F:15])[C:10]([F:13])([F:12])[F:11])[C:2]1[CH:7]=[CH:6][CH:5]=[CH:4][CH:3]=1.[O:38]1[C:42]2[CH:43]=[C:44]([C:47]3([CH3:54])[NH:51][C:50](=[O:52])[NH:49][C:48]3=[O:53])[CH:45]=[CH:46][C:41]=2[CH2:40][CH2:39]1>>[CH2:1]([O:8][C:9]([C:18]1[CH:23]=[CH:22][C:21]([N:24]2[CH2:29][CH2:28][N:27]([C:30](=[O:33])[CH2:31][N:49]3[C:48](=[O:53])[C:47]([C:44]4[CH:45]=[CH:46][C:41]5[CH2:40][CH2:39][O:38][C:42]=5[CH:43]=4)([CH3:54])[NH:51][C:50]3=[O:52])[CH2:26][C@@H:25]2[CH3:34])=[C:20]([CH:35]=[CH:36][CH3:37])[CH:19]=1)([C:14]([F:17])([F:16])[F:15])[C:10]([F:13])([F:12])[F:11])[C:2]1[CH:7]=[CH:6][CH:5]=[CH:4][CH:3]=1. The product is C(C1=CC=CC=C1)OC(C(F)(F)F)(C(F)(F)F)C1=CC(=C(C=C1)N1[C@H](CN(CC1)C(CN1C(NC(C1=O)(C)C1=CC2=C(CCO2)C=C1)=O)=O)C)C=CC (3-[2-((S)-4-{4-[2-(benzyloxy)-1,1,1,3,3,3-hexafluoropropan-2-yl]-2-(prop-1-en-1-yl)phenyl}-3-methylpiperazin-1-yl)-2-oxoethyl]-5-(2,3-dihydrobenzofuran-6-yl)-5-methylimidazolidine-2,4-dione). Reactants: FC(C(=O)O)(F)F.ClC=1C=C(OC2CCN(CC2)CCN)C=CC1Cl (2-[4-(3,4-Dichlorophenoxy)-1-piperidinyl]ethylamine trifluoroacetate), NC1=C(C(=O)O)C=C(C=C1)OC (2-amino-5-methoxybenzoic acid), Cl (hydrogen chloride). Yields the product NC1=C(C(=O)NCCN2CCC(CC2)OC2=CC(=C(C=C2)Cl)Cl)C=C(C=C1)OC (2-Amino-N-{2-[4-(3,4-dichlorophenoxy)-1-piperidinyl]ethyl}-5-methoxybenzamide). The yield is 75.4%. RXN SMILES: FC(F)(F)C(O)=O.[Cl:8][C:9]1[CH:10]=[C:11]([CH:22]=[CH:23][C:24]=1[Cl:25])[O:12][CH:13]1[CH2:18][CH2:17][N:16]([CH2:19][CH2:20][NH2:21])[CH2:15][CH2:14]1.[NH2:26][C:27]1[CH:35]=[CH:34][C:33]([O:36][CH3:37])=[CH:32][C:28]=1[C:29](O)=[O:30].Cl>>[NH2:26][C:27]1[CH:35]=[CH:34][C:33]([O:36][CH3:37])=[CH:32][C:28]=1[C:29]([NH:21][CH2:20][CH2:19][N:16]1[CH2:15][CH2:14][CH:13]([O:12][C:11]2[CH:22]=[CH:23][C:24]([Cl:25])=[C:9]([Cl:8])[CH:10]=2)[CH2:18][CH2:17]1)=[O:30] |f:0.1|. Reported procedure: Prepared by the method of Example 2 using the product from Example 1 step (iv) (1.0 g) and 2-amino-5-methoxybenzoic acid (0.418 g) without the addition of 1.0M ethereal hydrogen chloride solution to give an oil which was purified by chromatography (dichloromethane:methanol, 95:5) to give the sub-titled product as an oil (0.82 g). Reactants: NC1=C(C(=NN1C(=O)OC(C)(C)C)C1=CC=C(OCC2=CC=C(C=C2)C2=C(N=C(S2)N2CC3=C(C=CC=C3CC2)C(N(COCC[Si](C)(C)C)C=2SC3=C(N2)C=CC=C3)=O)C(=O)OCC)C=C1)C#N (ethyl 5-(4-((4-(5-amino-1-(tert-butoxycarbonyl)-4-cyano-1H-pyrazol-3-yl)phenoxy)methyl)phenyl)-2-(8-(benzo[d]thiazol-2-yl((2-(trimethylsilyl)ethoxy)methyl)carbamoyl)-3,4-dihydroisoquinolin-2(1H)-yl)thiazole-4-carboxylate), CN(CCOC=1C=CC(=NC1)C1=CC=C(C=C1)O)C (4-(5-(2-(dimethylamino)ethoxy)pyridin-2-yl)phenol), H2O NH4, NC1=C(C(=NN1C(=O)OC(C)(C)C)C1=CC=C(C=C1)O)C#N (tert-butyl 5-amino-4-cyano-3-(4-hydroxyphenyl)-1H-pyrazole-1-carboxylate), OCCCC=1C(=NC(=CC1)N1CC2=C(C=CC=C2CC1)C(\N=C\1/SC2=C(N1COCC[Si](C)(C)C)C=CC=C2)=O)C(=O)OC(C)(C)C ((Z)-tert-butyl 3-(3-hydroxypropyl)-6-(8-(3-((2-(trimethylsilyl)ethoxy)methyl)benzo[d]thiazol-2(3H)-ylidenecarbamoyl)-3,4-dihydroisoquinolin-2(1H)-yl)picolinate). The product is S1C(=NC2=C1C=CC=C2)N(C(=O)C=2C=CC=C1CCN(CC21)C2=CC=C(C(=N2)C(=O)OC(C)(C)C)CCCOC2=CC=C(C=C2)C2=NC=C(C=C2)OCCN(C)C)COCC[Si](C)(C)C (tert-butyl 6-(8-(benzo[d]thiazol-2-yl((2-(trimethylsilyl)ethoxy)methyl)carbamoyl)-3,4-dihydroisoquinolin-2(1H)-yl)-3-(3-(4-(5-(2-(dimethylamino)ethoxy)pyridin-2-yl)phenoxy)propyl)picolinate). Reaction SMILES: NC1N(C(OC(C)(C)C)=O)N=C(C2C=CC(OCC3C=CC(C4SC(N5CCC6C(=C([C:41](=[O:60])[N:42]([C:51]7[S:52][C:53]8[CH:59]=[CH:58][CH:57]=[CH:56][C:54]=8[N:55]=7)[CH2:43][O:44][CH2:45][CH2:46][Si:47]([CH3:50])([CH3:49])[CH3:48])C=CC=6)C5)=NC=4C(OCC)=O)=CC=3)=CC=2)C=1C#N.NC1N(C(OC(C)(C)C)=O)N=C(C2C=CC(O)=CC=2)C=1C#N.[OH:92][CH2:93][CH2:94][CH2:95][C:96]1[C:97]([C:132]([O:134][C:135]([CH3:138])([CH3:137])[CH3:136])=[O:133])=[N:98][C:99]([N:102]2[CH2:111][CH2:110][C:109]3[C:104](=[C:105](C(=O)/N=C4\SC5C=CC=CC=5N\4COCC[Si](C)(C)C)[CH:106]=[CH:107][CH:108]=3)[CH2:103]2)=[CH:100][CH:101]=1.[CH3:139][N:140]([CH3:157])[CH2:141][CH2:142][O:143][C:144]1[CH:145]=[CH:146][C:147]([C:150]2[CH:155]=[CH:154][C:153](O)=[CH:152][CH:151]=2)=[N:148][CH:149]=1>>[S:52]1[C:53]2[CH:59]=[CH:58][CH:57]=[CH:56][C:54]=2[N:55]=[C:51]1[N:42]([CH2:43][O:44][CH2:45][CH2:46][Si:47]([CH3:50])([CH3:48])[CH3:49])[C:41]([C:105]1[CH:106]=[CH:107][CH:108]=[C:109]2[C:104]=1[CH2:103][N:102]([C:99]1[N:98]=[C:97]([C:132]([O:134][C:135]([CH3:138])([CH3:137])[CH3:136])=[O:133])[C:96]([CH2:95][CH2:94][CH2:93][O:92][C:153]3[CH:152]=[CH:151][C:150]([C:147]4[CH:146]=[CH:145][C:144]([O:143][CH2:142][CH2:141][N:140]([CH3:157])[CH3:139])=[CH:149][N:148]=4)=[CH:155][CH:154]=3)=[CH:101][CH:100]=1)[CH2:111][CH2:110]2)=[O:60]. Procedure details: Compound 95A was prepared in a similar manner to the synthesis of compound 35A by substituting compound 34D and compound 31F with compound 94F and compound 90B, respectively: ESI (+)LC/MS: 915 (M+H2O—NH4)+.